This data is from the Open Reaction Database (ORD), a public repository of structured organic reaction records. The task is: describe an organic reaction: reactants, conditions, products, and yield Starting materials: C(#N)C1=CC=C(C=C1)C1(C(NC(N1)=O)=O)CC1C2=CC=CC=C2SC=2C=CC=CC12 (5-(4-Cyanophenyl)-5-(9H-thioxanthen-9-ylmethyl)hydantoin), [OH-].[Na+] (sodium hydroxide), [OH-].[Na+] (sodium hydroxide), Example 1 ( vi ), C(C)(=O)O (acetic acid). The product is NC(C(=O)O)(CC1C2=CC=CC=C2SC=2C=CC=CC12)C1=CC=C(C=C1)C(=O)O (2-Amino-2-(4-carboxyphenyl)-3-(9H-thioxanthen-9-yl)propanoic acid). As a reaction SMILES: C([C:3]1[CH:8]=[CH:7][C:6]([C:9]2([CH2:16][CH:17]3[C:30]4[CH:29]=[CH:28][CH:27]=[CH:26][C:25]=4[S:24][C:23]4[C:18]3=[CH:19][CH:20]=[CH:21][CH:22]=4)[NH:13]C(=O)N[C:10]2=[O:15])=[CH:5][CH:4]=1)#N.[C:31]([OH:34])(=[O:33])C.[OH-:35].[Na+]>>[NH2:13][C:9]([C:6]1[CH:5]=[CH:4][C:3]([C:31]([OH:34])=[O:33])=[CH:8][CH:7]=1)([CH2:16][CH:17]1[C:18]2[CH:19]=[CH:20][CH:21]=[CH:22][C:23]=2[S:24][C:25]2[C:30]1=[CH:29][CH:28]=[CH:27][CH:26]=2)[C:10]([OH:15])=[O:35] |f:2.3|. Procedure: 5-(4-Cyanophenyl)-5-(9H-thioxanthen-9-ylmethyl)hydantoin (2.3 g, 5.5 mmol) was hydrolysed in aqueous sodium hydroxide (16.5 ml) following the procedure described in Example 1 (vi) for 72 h at 150° C. The cooled reaction mixture was then acidified with acetic acid, the resulting solid precipitate was filtered and washed with diethylether to give an off white solid. The solid was redissolved in aqueous sodium hydroxide (2M), filtered through a celite pad and acidified with acetic acid, filtered, w... Reaction SMILES: [CH2:1]([c:2]1[cH:3][cH:4][cH:5][cH:6][cH:7]1)[N:8]1[CH2:9][CH:10]([CH:20]([CH3:21])[O:22][c:23]2[n:24][cH:25][c:26]([Cl:29])[cH:27][cH:28]2)[CH:11]([c:13]2[cH:14][cH:15][c:16]([F:19])[cH:17][cH:18]2)[CH2:12]1.[CH3:46][c:47]1[cH:48][cH:49][cH:50][cH:51][cH:52]1.[CH:37]([N:38]([CH2:39][CH3:40])[CH:41]([CH3:42])[CH3:43])([CH3:44])[CH3:45].[Cl:30][C:31]([O:32][CH:33]([Cl:34])[CH3:35])=[O:36]>>[NH:8]1[CH2:9][CH:10]([CH:20]([CH3:21])[O:22][c:23]2[n:24][cH:25][c:26]([Cl:29])[cH:27][cH:28]2)[CH:11]([c:13]2[cH:14][cH:15][c:16]([F:19])[cH:17][cH:18]2)[CH2:12]1. Reactants: CC(Oc1ccc(Cl)cn1)C1CN(Cc2ccccc2)CC1c1ccc(F)cc1, Cc1ccccc1, CCN(C(C)C)C(C)C, CC(Cl)OC(=O)Cl. The product is CC(Oc1ccc(Cl)cn1)C1CNCC1c1ccc(F)cc1. The reactants are O=C([O-])[O-], CI, O=C(c1ccc(Cl)cc1)c1ccc(Cn2cnc3c(=O)[nH]nc(Cl)c32)cc1, [K+], [K+], CN(C)C=O, O. Yields the product Cn1nc(Cl)c2c(ncn2Cc2ccc(C(=O)c3ccc(Cl)cc3)cc2)c1=O. Reaction SMILES: [C:28](=[O:29])([O-:30])[O-:31].[CH3:34][I:35].[Cl:1][c:2]1[cH:3][cH:4][c:5]([C:6](=[O:7])[c:8]2[cH:9][cH:10][c:11]([CH2:12][n:13]3[cH:14][n:15][c:16]4[c:17]3[c:18]([Cl:23])[n:19][nH:20][c:21]4=[O:22])[cH:24][cH:25]2)[cH:26][cH:27]1.[K+:32].[K+:33].[O:37]=[CH:38][N:39]([CH3:40])[CH3:41].[OH2:36]>>[Cl:1][c:2]1[cH:3][cH:4][c:5]([C:6](=[O:7])[c:8]2[cH:9][cH:10][c:11]([CH2:12][n:13]3[cH:14][n:15][c:16]4[c:17]3[c:18]([Cl:23])[n:19][n:20]([CH3:28])[c:21]4=[O:22])[cH:24][cH:25]2)[cH:26][cH:27]1. Starting materials: β-keto ester, B.C1CCOC1 (borane THF), C(C)(=O)NC1=CC=C(C=C1)CC=1C(N=NC1C(F)(F)F)=O (4-[(4-acetamidophenyl)methyl]-5-(trifluoromethyl)-3H-pyrazol-3-one), C(C)(=O)NC1=CC=C(CCl)C=C1 (4-acetamidobenzylchloride), C=1(C(=CC=CC1)C)C (xylene). Run in O1CCCC1 (tetrahydrofuran), O1CCCC1 (tetrahydrofuran). Run at temperature -30 celsius, time 15 hour. Yields the product C(C)NC1=CC=C(C=C1)CC=1C(NNC1C(F)(F)F)=O (1,2-Dihydro-4-[(4-ethylaminophenyl)methyl]-5-(trifluoromethyl)-3H-pyrazol-3-one). RXN SMILES: B.C1COCC1.[C:7]([NH:10][C:11]1[CH:16]=[CH:15][C:14]([CH2:17][C:18]2[C:19](=[O:27])[N:20]=[N:21][C:22]=2[C:23]([F:26])([F:25])[F:24])=[CH:13][CH:12]=1)(=O)[CH3:8].C(NC1C=CC(CCl)=CC=1)(=O)C.C1(C)C(C)=CC=CC=1>O1CCCC1>[CH2:7]([NH:10][C:11]1[CH:16]=[CH:15][C:14]([CH2:17][C:18]2[C:19](=[O:27])[NH:20][NH:21][C:22]=2[C:23]([F:25])([F:24])[F:26])=[CH:13][CH:12]=1)[CH3:8] |f:0.1|. Procedure details: A solution of borane-THF complex (188 mL, 1M solution in tetrahydrofuran), diluted with 200 mL tetrahydrofuran, was cooled to -30° C. under N2 atmosphere. A solution of 4-[(4-acetamidophenyl)methyl]-5-(trifluoromethyl)-3H-pyrazol-3-one (6 g, prepared as in Example 1 (except that 4-acetamidobenzylchloride was reacted with the β-keto ester anion in refluxing xylene) in tetrahydrofuran (300 mL) was added over 0.75 hours and the mixture allowed to warm gradually to ambient temperature with stirring ... Reactants: N1N=CC2=CC(=CC=C12)C(O)C1=CC=CC=C1 ((1H-indazol-5-yl)(phenyl)methanol), C(C)N=[N+]=[N-] (EtN3), C(C)(=O)OC(C)=O (acetic anhydride). Run in C1CCOC1 (THF). Yields the product C(C)(=O)OC(C1=CC=CC=C1)C=1C=C2C=NNC2=CC1 ((1H-indazol-5-yl)(phenyl)methyl acetate). As a reaction SMILES: [NH:1]1[C:9]2[C:4](=[CH:5][C:6]([CH:10]([C:12]3[CH:17]=[CH:16][CH:15]=[CH:14][CH:13]=3)[OH:11])=[CH:7][CH:8]=2)[CH:3]=[N:2]1.C(N=[N+]=[N-])C.[C:23](OC(=O)C)(=[O:25])[CH3:24]>C1COCC1>[C:23]([O:11][CH:10]([C:6]1[CH:5]=[C:4]2[C:9](=[CH:8][CH:7]=1)[NH:1][N:2]=[CH:3]2)[C:12]1[CH:13]=[CH:14][CH:15]=[CH:16][CH:17]=1)(=[O:25])[CH3:24]. Reported procedure: To a solution of (1H-indazol-5-yl)(phenyl)methanol (1.1 g, 5.0 mmol) in 50 mL of dry THF was added EtN3 (2.8 mL, 20 mmol) and acetic anhydride (1.9 mL, 20 mmol). The reaction was heated at reflux for 12 h. The reaction was quenched with aqueous sodium bicarbonate and extracted 2×EtOAc. The organic layers were dried over MgSO4, filtered, and concentrated. The residue was taken up in toluene and concentrated in vacuo×2 to remove any excess acetic anhydride. Obtained a quantitative yield of (1H-ind...